From a dataset of the Open Reaction Database (ORD), a public repository of structured organic reaction records. describe an organic reaction: reactants, conditions, products, and yield RXN SMILES: [OH:1][C:2]1([C:9]2[CH:14]=[CH:13][CH:12]=[C:11]([O:15][CH2:16][C:17]3[CH:26]=[CH:25][C:24]4[C:19](=[CH:20][CH:21]=[CH:22][CH:23]=4)[CH:18]=3)[CH:10]=2)[CH2:8][CH2:7][CH2:6][O:5][CH2:4][CH2:3]1.[CH3:27]I>>[CH3:27][O:1][C:2]1([C:9]2[CH:14]=[CH:13][CH:12]=[C:11]([O:15][CH2:16][C:17]3[CH:26]=[CH:25][C:24]4[C:19](=[CH:20][CH:21]=[CH:22][CH:23]=4)[CH:18]=3)[CH:10]=2)[CH2:8][CH2:7][CH2:6][O:5][CH2:4][CH2:3]1. Yield: 36.0%. Starting materials: OC1(CCOCCC1)C1=CC(=CC=C1)OCC1=CC2=CC=CC=C2C=C1 (4-hydroxy-4-[3-(naphth-2-ylmethoxy)phenyl]oxepane), CI (methyl iodide). Product: COC1(CCOCCC1)C1=CC(=CC=C1)OCC1=CC2=CC=CC=C2C=C1 (4-methoxy-4-[3-(naphth-2-ylmethoxy)phenyl]oxepane). Procedure details: Using the procedure described in Example 1, 4-hydroxy-4-[3-(naphth-2-ylmethoxy)phenyl]oxepane was reacted with methyl iodide to give 4-methoxy-4-[3-(naphth-2-ylmethoxy)phenyl]oxepane (36%), m.p. 69°-70° C.